This data is from the Open Reaction Database (ORD), a public repository of structured organic reaction records. The task is: describe an organic reaction: reactants, conditions, products, and yield Solvent: O1CCOCC1 (dioxan). Reaction SMILES: [CH2:1]([C@@:8]1([O:22][C@H:21]([CH2:23][NH:24][C:25](=[O:38])[CH2:26][CH2:27][C@H:28]([O:34]C(=O)C)[CH2:29][O:30]C(=O)C)[C@@H:16]([O:17]C(=O)C)[C@H:11]([O:12]C(=O)C)[C@H:10]1[NH:39][C:40]([C:42]1[CH:47]=[CH:46][C:45]([C:48]2[CH:53]=[CH:52][C:51]([C:54]([NH:56][C@@H:57]3[C@@H:63]([O:64]C(=O)C)[C@H:62]([O:68]C(=O)C)[C@@H:61]([CH2:72][NH:73][C:74](=[O:87])[CH2:75][CH2:76][C@H:77]([O:83]C(=O)C)[CH2:78][O:79]C(=O)C)[O:60][C@:58]3([CH2:88][C:89]3[CH:94]=[CH:93][CH:92]=[CH:91][CH:90]=3)[OH:59])=[O:55])=[CH:50][CH:49]=2)=[CH:44][CH:43]=1)=[O:41])[OH:9])[C:2]1[CH:7]=[CH:6][CH:5]=[CH:4][CH:3]=1>O1CCOCC1>[CH2:1]([C@@:8]1([O:22][C@H:21]([CH2:23][NH:24][C:25](=[O:38])[CH2:26][CH2:27][C@H:28]([OH:34])[CH2:29][OH:30])[C@@H:16]([OH:17])[C@H:11]([OH:12])[C@H:10]1[NH:39][C:40]([C:42]1[CH:43]=[CH:44][C:45]([C:48]2[CH:53]=[CH:52][C:51]([C:54]([NH:56][C@@H:57]3[C@@H:63]([OH:64])[C@H:62]([OH:68])[C@@H:61]([CH2:72][NH:73][C:74](=[O:87])[CH2:75][CH2:76][C@H:77]([OH:83])[CH2:78][OH:79])[O:60][C@:58]3([CH2:88][C:89]3[CH:90]=[CH:91][CH:92]=[CH:93][CH:94]=3)[OH:59])=[O:55])=[CH:50][CH:49]=2)=[CH:46][CH:47]=1)=[O:41])[OH:9])[C:2]1[CH:7]=[CH:6][CH:5]=[CH:4][CH:3]=1. Reactants: C(C1=CC=CC=C1)[C@@]1(O)[C@@H]([C@@H](OC(C)=O)[C@H](OC(C)=O)[C@H](O1)CNC(CC[C@@H](COC(C)=O)OC(C)=O)=O)NC(=O)C1=CC=C(C=C1)C1=CC=C(C=C1)C(=O)N[C@H]1[C@@](O)(O[C@@H]([C@H]([C@@H]1OC(C)=O)OC(C)=O)CNC(CC[C@@H](COC(C)=O)OC(C)=O)=O)CC1=CC=CC=C1 (Biphenyl-4,4'-dicarboxylic acid bis-[[benzyl 3,4-di-O-acetyl-6-[(S)-4,5-diacetoxy-pentanoylamino]-2,6-didesoxy-α-D-glucopyranosid-2-yl]-amide]), 11.F. Yields the product C(C1=CC=CC=C1)[C@@]1(O)[C@@H]([C@@H](O)[C@H](O)[C@H](O1)CNC(CC[C@@H](CO)O)=O)NC(=O)C1=CC=C(C=C1)C1=CC=C(C=C1)C(=O)N[C@H]1[C@@](O)(O[C@@H]([C@H]([C@@H]1O)O)CNC(CC[C@@H](CO)O)=O)CC1=CC=CC=C1 (biphenyl-4,4'-dicarboxylic acid bis-[[benzyl 2,6-didesoxy-6-[(S)-4,5-dihydroxy-pentanoylamino]-α-D-gluco-pyranosid-2-yl]-amide]). Procedure: Biphenyl-4,4'-dicarboxylic acid bis-[[benzyl 3,4-di-O-acetyl-6-[(S)-4,5-diacetoxy-pentanoylamino]-2,6-didesoxy-α-D-glucopyranosid-2-yl]-amide] was deacetylated as described in Ex. 11.F. and gave biphenyl-4,4'-dicarboxylic acid bis-[[benzyl 2,6-didesoxy-6-[(S)-4,5-dihydroxy-pentanoylamino]-α-D-gluco-pyranosid-2-yl]-amide], [α]+92.00 (c 0.2; dioxan), MS: m/z 997.9 ([M+Na]+).